This data is from the Open Reaction Database (ORD), a public repository of structured organic reaction records. The task is: describe an organic reaction: reactants, conditions, products, and yield The product is C(C)OC(=O)C1=CC(=C2C=CC(=CN2C1=O)OCCCC)C1=CC=CC=C1 (3-ethoxycarbonyl-7-(n-butoxy)-1-phenyl-4H-quinolizin-4-one). RXN SMILES: [CH2:1]([O:3][C:4]([C:6]1[C:15](=[O:16])[N:14]2[C:9]([CH:10]=[CH:11][C:12]([OH:17])=[CH:13]2)=[C:8]([C:18]2[CH:23]=[CH:22][CH:21]=[CH:20][CH:19]=2)[CH:7]=1)=[O:5])[CH3:2].[H-].[Na+].[CH2:26](I)[CH2:27][CH2:28][CH3:29].Cl>CN(C)C=O>[CH2:1]([O:3][C:4]([C:6]1[C:15](=[O:16])[N:14]2[C:9]([CH:10]=[CH:11][C:12]([O:17][CH2:26][CH2:27][CH2:28][CH3:29])=[CH:13]2)=[C:8]([C:18]2[CH:19]=[CH:20][CH:21]=[CH:22][CH:23]=2)[CH:7]=1)=[O:5])[CH3:2] |f:1.2|. Run in CN(C=O)C (N,N-dimethylformamide). Procedure: To a solution of 3-ethoxycarbonyl-7-hydroxy-1-phenyl-4H-quinolizin-4-one (5 g) in N,N-dimethylformamide (100 ml) was added sodium hydride (63.6% in mineral oil, 732 mg) at 50° C. After stirring for 30 minutes at 50° C., n-butyliodide (2.77 ml) was added. After stirring for 1 hour at 50° C., the mixture was cooled to room temperature and added to a mixture of aqueous hydrogen chloride and an ice. The mixture was extracted with chloroform and the chloroform extract was washed with 10% aqueous sodi... Reaction conditions: temperature 50 celsius, time 30 minute. Reactants: Cl (hydrogen chloride), ice, C(C)OC(=O)C1=CC(=C2C=CC(=CN2C1=O)O)C1=CC=CC=C1 (3-ethoxycarbonyl-7-hydroxy-1-phenyl-4H-quinolizin-4-one), [H-].[Na+] (sodium hydride), C(CCC)I (n-butyliodide). Yields the product Nc1ccc(C2COCC(=O)N2)cc1. Reaction SMILES: [OH:14][N+:15](=[O:16])[O-:17].[S:18](=[O:19])(=[O:20])([OH:21])[OH:22].[c:1]1([CH:7]2[NH:8][C:9](=[O:13])[CH2:10][O:11][CH2:12]2)[cH:2][cH:3][cH:4][cH:5][cH:6]1>>[c:1]1([CH:7]2[NH:8][C:9](=[O:13])[CH2:10][O:11][CH2:12]2)[cH:2][cH:3][c:4]([NH2:15])[cH:5][cH:6]1. Reactants: O=[N+]([O-])O, O=S(=O)(O)O, O=C1COCC(c2ccccc2)N1.